Dataset: the Open Reaction Database (ORD), a public repository of structured organic reaction records. Task: describe an organic reaction: reactants, conditions, products, and yield Reaction conditions: time 1 hour. The reactants are C1(=CC=CC=C1)C1CCN(CC1)C1CCC(CC1)C(=O)OC (methyl 4-(4-phenylpiperidino)cyclohexanecarboxylate), [H-].[Al+3].[Li+].[H-].[H-].[H-] (lithium aluminum hydride), [H-].[Al+3].[Li+].[H-].[H-].[H-] (lithium aluminum hydride), O (water), C(C)(=O)OCC (ethyl acetate). Reported procedure: To a suspension of 0.36 g (9.37 mM) of lithium aluminum hydride in 50 ml of tetrahydrofuran was added a solution of 2.825 g (9.372 mM) of methyl 4-(4-phenylpiperidino)cyclohexanecarboxylate in 50 ml of tetrahydrofuran dropwise with ice-cooling and the mixture was stirred at room temperature for one hour. To this reaction mixture was added ethyl acetate with ice-cooling to decompose the excess lithium aluminum hydride. Then, water was added until a white precipitate had formed. The precipitate wa... Reaction SMILES: [H-].[Al+3].[Li+].[H-].[H-].[H-].[C:7]1([CH:13]2[CH2:18][CH2:17][N:16]([CH:19]3[CH2:24][CH2:23][CH:22]([C:25](OC)=[O:26])[CH2:21][CH2:20]3)[CH2:15][CH2:14]2)[CH:12]=[CH:11][CH:10]=[CH:9][CH:8]=1.C(OCC)(=O)C.O>O1CCCC1>[C:7]1([CH:13]2[CH2:14][CH2:15][N:16]([CH:19]3[CH2:24][CH2:23][CH:22]([CH2:25][OH:26])[CH2:21][CH2:20]3)[CH2:17][CH2:18]2)[CH:8]=[CH:9][CH:10]=[CH:11][CH:12]=1 |f:0.1.2.3.4.5|. The product is C1(=CC=CC=C1)C1CCN(CC1)C1CCC(CC1)CO (4-(4-phenylpiperidino)cyclohexylmethanol). The solvent is O1CCCC1 (tetrahydrofuran), O1CCCC1 (tetrahydrofuran). The product is COC(=O)C(=O)C(C)(C)c1ccccc1. Starting materials: C[Si](C)(C)C=[N+]=[N-], CO, CC(C)(C(=O)C(=O)[O-])c1ccccc1. Reaction SMILES: [CH3:15][Si:16]([CH:17]=[N+:18]=[N-:19])([CH3:20])[CH3:21].[CH3:22][OH:23].[c:1]1([C:7]([C:8]([C:9](=[O:10])[O-:11])=[O:12])([CH3:13])[CH3:14])[cH:2][cH:3][cH:4][cH:5][cH:6]1>>[c:1]1([C:7]([C:8]([C:9](=[O:10])[O:11][CH3:15])=[O:12])([CH3:13])[CH3:14])[cH:2][cH:3][cH:4][cH:5][cH:6]1. Starting materials: [BH4-], CCO, CC(=O)c1ccc(C)nc1, [Na+]. The product is Cc1ccc(C(C)O)cn1. RXN SMILES: [BH4-:11].[CH3:13][CH2:14][OH:15].[CH3:1][c:2]1[cH:3][cH:4][c:5]([C:8]([CH3:9])=[O:10])[cH:6][n:7]1.[Na+:12]>>[CH3:1][c:2]1[cH:3][cH:4][c:5]([CH:8]([CH3:9])[OH:10])[cH:6][n:7]1. The reactants are c1ccccc1-c2ccc(CO)cc2, O=S(C1=CC=CC=N1)(F)=O (2-pyridinesulfonyl fluoride). The reagents and catalysts are N\2=C1\N(CCCCC1)CCC/2 (DBU). Run in C1CCCO1 (THF), C1CCCO1 (THF). Conditions: time 48 hour. Yields the product c1ccccc1-c2ccc(CF)cc2. Isolated yield 12.0%. Starting materials: FC(F)(F)CCBr, O=C([O-])[O-], CN(C)C=O, CC(c1ccc(Cl)cc1)C(C#N)C#N, [K+], [K+]. Product: CC(c1ccc(Cl)cc1)C(C#N)(C#N)CCC(F)(F)F. As a reaction SMILES: [Br:21][CH2:22][CH2:23][C:24]([F:25])([F:26])[F:27].[C:15](=[O:16])([O-:17])[O-:18].[CH3:28][N:29]([CH3:30])[CH:31]=[O:32].[Cl:1][c:2]1[cH:3][cH:4][c:5]([CH:8]([CH3:9])[CH:10]([C:11]#[N:12])[C:13]#[N:14])[cH:6][cH:7]1.[K+:19].[K+:20]>>[Cl:1][c:2]1[cH:3][cH:4][c:5]([CH:8]([CH3:9])[C:10]([C:11]#[N:12])([C:13]#[N:14])[CH2:22][CH2:23][C:24]([F:25])([F:26])[F:27])[cH:6][cH:7]1. Starting materials: C(C(CO)(CO)N)O (trisamine), C(Cl)Cl (CH2Cl2), C(Cl)Cl (CH2Cl2), C(C)(C)(C)C(CCCCCC)NNC(C1=CC=C(C=C1)CC)=O (4-ethyl-benzoic acid N′-(1-tert-butyl-heptyl)-hydrazide), C(Cl)Cl (CH2Cl2), acid chloride, CN1CCOCC1 (NMM). Conditions: time 8 hour. Product: C(C)(C)(C)C(CCCCCC)N(NC(C1=CC=C(C=C1)CC)=O)C(C1=C(N=CC=C1)OC)=O (2-methoxy-nicotinic acid N-(1-tert-butyl-heptyl)-N′-(4-ethyl-benzoyl)-hydrazide). As a reaction SMILES: [C:1]([CH:5]([NH:12][NH:13][C:14](=[O:23])[C:15]1[CH:20]=[CH:19][C:18]([CH2:21][CH3:22])=[CH:17][CH:16]=1)[CH2:6][CH2:7][CH2:8][CH2:9][CH2:10][CH3:11])([CH3:4])([CH3:3])[CH3:2].C[N:25]1CCO[CH2:27][CH2:26]1.[CH2:31](O)[C:32](N)([CH2:35][OH:36])[CH2:33][OH:34].[CH2:39](Cl)Cl>>[C:1]([CH:5]([N:12]([C:33](=[O:34])[C:32]1[CH:31]=[CH:27][CH:26]=[N:25][C:35]=1[O:36][CH3:39])[NH:13][C:14](=[O:23])[C:15]1[CH:20]=[CH:19][C:18]([CH2:21][CH3:22])=[CH:17][CH:16]=1)[CH2:6][CH2:7][CH2:8][CH2:9][CH2:10][CH3:11])([CH3:2])([CH3:3])[CH3:4]. Procedure details: In a 25 mL vial, 123.1 mg (0.388 mmol) of 4-ethyl-benzoic acid N′-(1-tert-butyl-heptyl)-hydrazide were dissolved in 5 mL CH2Cl2. 3 equivalents of PS-NMM (polystyrene-SO2NH(CH2)3-morpholine, Argonaut Tech.) were added, followed by 3 mL CH2Cl2 to create a stirable suspension. One equivalent of acid chloride was added, and the reaction mixture was stirred overnight. The next day, 2 equivalents of AP-NCO resin (isocyante scavenger, ArgonautTech.) and 2 equivalents of AP-trisamine (polystyrene-CH2NHC... Reactants: S1C=C(C=C1)C=1C=C(COCC#CCO)C=CC1 (4-[3-(3-thienyl)benzyloxy]-2-butyn-1-ol), O1CCCC1 (tetrahydrofuran), [H-].[Al+3].[Li+].[H-].[H-].[H-] (lithium aluminum hydride), C(C)(=O)OCC (Ethyl acetate). Yields the product S1C=C(C=C1)C=1C=C(COC/C=C/CO)C=CC1 ((E)-4-[3-(3-thienyl)benzyloxy]-2-buten-1-ol). As a reaction SMILES: [S:1]1[CH:5]=[CH:4][C:3]([C:6]2[CH:7]=[C:8]([CH:16]=[CH:17][CH:18]=2)[CH2:9][O:10][CH2:11][C:12]#[C:13][CH2:14][OH:15])=[CH:2]1.O1CCCC1.[H-].[Al+3].[Li+].[H-].[H-].[H-].C(OCC)(=O)C>O>[S:1]1[CH:5]=[CH:4][C:3]([C:6]2[CH:7]=[C:8]([CH:16]=[CH:17][CH:18]=2)[CH2:9][O:10][CH2:11]/[CH:12]=[CH:13]/[CH2:14][OH:15])=[CH:2]1 |f:2.3.4.5.6.7|. The solvent is O (water). Reaction conditions: time 2 hour. The yield is 57.9%. Procedure: 0.48 g of the resulting alcohol compound was dissolved in 5 ml of tetarahydrofuran, and under a nitrogen atmosphere, a tetrahydrofuran solution (5 ml) of 78 mg of lithium aluminum hydride was added. The mixture was stirred under ice cooling for 2 hours, and then at room temperature for 1 hour. Ethyl acetate and water were added, and the organic layer separated was worked up in a customary manner. The product was purified by silica gel column chromatography [hexane / ethyl acetate=4/1] to give 0....